This data is from the Open Reaction Database (ORD), a public repository of structured organic reaction records. The task is: describe an organic reaction: reactants, conditions, products, and yield The product is COc1cc(Cl)cc(C(C)=O)c1OC. The reactants are COC(C)(C)C, COc1cc(Cl)cc(C(C)O)c1OC, ClCCl, O=[Cr](=O)([O-])Cl, c1cc[nH+]cc1. Reaction SMILES: [C:29]([O:30][CH3:31])([CH3:32])([CH3:33])[CH3:34].[Cl:1][c:2]1[cH:3][c:4]([O:13][CH3:14])[c:5]([O:11][CH3:12])[c:6]([CH:8]([CH3:9])[OH:10])[cH:7]1.[Cl:26][CH2:27][Cl:28].[O:15]=[Cr:16]([Cl:17])([O-:18])=[O:19].[nH+:20]1[cH:21][cH:22][cH:23][cH:24][cH:25]1>>[Cl:1][c:2]1[cH:3][c:4]([O:13][CH3:14])[c:5]([O:11][CH3:12])[c:6]([C:8]([CH3:9])=[O:10])[cH:7]1.